From a dataset of the Open Reaction Database (ORD), a public repository of structured organic reaction records. describe an organic reaction: reactants, conditions, products, and yield Reactants: CS(=O)(=O)NC1CCCCC1Nc1nc(Cl)ncc1Cl, COc1cc2c(cc1N)CCN(CC(=O)N1CCOCC1)CC2. Product: COc1cc2c(cc1Nc1ncc(Cl)c(NC3CCCCC3NS(C)(=O)=O)n1)CCN(CC(=O)N1CCOCC1)CC2. As a reaction SMILES: [Cl:1][c:2]1[n:3][cH:4][c:5]([Cl:20])[c:6]([NH:8][CH:9]2[CH:10]([NH:15][S:16](=[O:17])(=[O:18])[CH3:19])[CH2:11][CH2:12][CH2:13][CH2:14]2)[n:7]1.[NH2:21][c:22]1[cH:23][c:24]2[c:25]([cH:40][c:41]1[O:42][CH3:43])[CH2:26][CH2:27][N:28]([CH2:31][C:32](=[O:33])[N:34]1[CH2:35][CH2:36][O:37][CH2:38][CH2:39]1)[CH2:29][CH2:30]2>>[c:2]1([NH:21][c:22]2[cH:23][c:24]3[c:25]([cH:40][c:41]2[O:42][CH3:43])[CH2:26][CH2:27][N:28]([CH2:31][C:32](=[O:33])[N:34]2[CH2:35][CH2:36][O:37][CH2:38][CH2:39]2)[CH2:29][CH2:30]3)[n:3][cH:4][c:5]([Cl:20])[c:6]([NH:8][CH:9]2[CH:10]([NH:15][S:16](=[O:17])(=[O:18])[CH3:19])[CH2:11][CH2:12][CH2:13][CH2:14]2)[n:7]1.